The task is: describe an organic reaction: reactants, conditions, products, and yield. This data is from the Open Reaction Database (ORD), a public repository of structured organic reaction records. The reactants are CCCCCCC (heptane), C(CCC)[SnH](CCCC)CCCC (Tributyltin hydride), BrC1C(CCCC1)O (2-bromocyclohexanol), C(C1=CC=CC=C1)(=O)OC1CC(N(C(C1)(C)C)O)(C)C (4-benzoyloxy-1-oxyl-2,2,6,6-tetramethylpiperidine). The solvent is CCCCCCC.C(C)(=O)OCC (heptane ethyl acetate), ClC1=CC=CC=C1 (chlorobenzene). Yields the product C(C1=CC=CC=C1)(=O)OC1CC(N(C(C1)(C)C)OC1C(CCCC1)O)(C)C (4-Benzoyloxy-1-(2-hydroxycyclohexyloxy)-2,2,6,6-tetramethylpiperidine). As a reaction SMILES: C([SnH](CCCC)CCCC)CCC.Br[CH:15]1[CH2:20][CH2:19][CH2:18][CH2:17][CH:16]1[OH:21].[C:22]([O:30][CH:31]1[CH2:36][C:35]([CH3:38])([CH3:37])[N:34]([OH:39])[C:33]([CH3:41])([CH3:40])[CH2:32]1)(=[O:29])[C:23]1[CH:28]=[CH:27][CH:26]=[CH:25][CH:24]=1.CCCCCCC>ClC1C=CC=CC=1.CCCCCCC.C(OCC)(=O)C>[C:22]([O:30][CH:31]1[CH2:32][C:33]([CH3:40])([CH3:41])[N:34]([O:39][CH:15]2[CH2:20][CH2:19][CH2:18][CH2:17][CH:16]2[OH:21])[C:35]([CH3:38])([CH3:37])[CH2:36]1)(=[O:29])[C:23]1[CH:24]=[CH:25][CH:26]=[CH:27][CH:28]=1 |f:5.6|. Reported procedure: Tributyltin hydride is added dropwise to a solution of 2-bromocyclohexanol and excess 4-benzoyloxy-1-oxyl-2,2,6,6-tetramethylpiperidine in chlorobenzene. The mixture is heated to facilitate reaction. The crude reaction mixture is passed through silica gel with heptane and then heptane/ethyl acetate to afford the title compound as a mixture os cis/trans isomers. Reactants: CCOC(C)=O, CCOC(=O)c1cc(CC)n(CC)n1, CCO, [Na+], [OH-], O. The product is CCc1cc(C(=O)O)nn1CC. RXN SMILES: [C:18]([O:19][CH2:20][CH3:21])(=[O:22])[CH3:23].[CH2:1]([CH3:2])[n:3]1[n:4][c:5]([C:10](=[O:11])[O:12][CH2:13][CH3:14])[cH:6][c:7]1[CH2:8][CH3:9].[CH3:24][CH2:25][OH:26].[Na+:16].[OH-:15].[OH2:17]>>[CH2:1]([CH3:2])[n:3]1[n:4][c:5]([C:10](=[O:11])[OH:12])[cH:6][c:7]1[CH2:8][CH3:9]. Starting materials: N1=CC(=CC=C1)C1=C2C=CC=NC2=C(N=C1)N (5-pyridin-3-yl-[1,7]naphthyridin-8-ylamine), ClC1=CC(=CC=C1)I (1-chloro-3-iodobenzene). Procedure details: The title compound, MS: m/e=333.1 (M+H+), was prepared in accordance with the general method of example 6 step 3 from 5-pyridin-3-yl-[1,7]naphthyridin-8-ylamine and 1-chloro-3-iodobenzene. Product: ClC=1C=C(C=CC1)NC=1N=CC(=C2C=CC=NC12)C=1C=NC=CC1 ((3-Chloro-phenyl)-(5-pyridin-3-yl-[1,7]naphthyridin-8-yl)-amine). As a reaction SMILES: [N:1]1[CH:6]=[CH:5][CH:4]=[C:3]([C:7]2[CH:16]=[N:15][C:14]([NH2:17])=[C:13]3[C:8]=2[CH:9]=[CH:10][CH:11]=[N:12]3)[CH:2]=1.[Cl:18][C:19]1[CH:24]=[CH:23][CH:22]=[C:21](I)[CH:20]=1>>[Cl:18][C:19]1[CH:20]=[C:21]([NH:17][C:14]2[N:15]=[CH:16][C:7]([C:3]3[CH:2]=[N:1][CH:6]=[CH:5][CH:4]=3)=[C:8]3[C:13]=2[N:12]=[CH:11][CH:10]=[CH:9]3)[CH:22]=[CH:23][CH:24]=1. Reactants: C1(C=2C(C(N1)=O)=CC=CC2)=O (phthalimide), C1(=CC=CC=C1)P(C1=CC=CC=C1)C1=CC=CC=C1 (triphenylphosphine), N(=NC(=O)OCC)C(=O)OCC (diethyl azodicarboxylate), FC=1C=CC(=C(C(=O)C2=CC=CC=C2)C1)N1C(=NC=C1)CO (5-fluoro-2-[2-(hydroxymethyl)imidazol-1-yl]benzophenone). Product: FC=1C=CC(=C(C(=O)C2=CC=CC=C2)C1)N1C(=NC=C1)CN1C(C=2C(C1=O)=CC=CC2)=O (5-fluoro-2-[2-(phthalimidomethyl)imidazol-1-yl]benzophenone). As a reaction SMILES: [F:1][C:2]1[CH:3]=[CH:4][C:5]([N:16]2[CH:20]=[CH:19][N:18]=[C:17]2[CH2:21]O)=[C:6]([CH:15]=1)[C:7]([C:9]1[CH:14]=[CH:13][CH:12]=[CH:11][CH:10]=1)=[O:8].[C:23]1(=[O:33])[NH:27][C:26](=[O:28])[C:25]2=[CH:29][CH:30]=[CH:31][CH:32]=[C:24]12.C1(P(C2C=CC=CC=2)C2C=CC=CC=2)C=CC=CC=1.N(C(OCC)=O)=NC(OCC)=O>>[F:1][C:2]1[CH:3]=[CH:4][C:5]([N:16]2[CH:20]=[CH:19][N:18]=[C:17]2[CH2:21][N:27]2[C:23](=[O:33])[C:24]3=[CH:32][CH:31]=[CH:30][CH:29]=[C:25]3[C:26]2=[O:28])=[C:6]([CH:15]=1)[C:7]([C:9]1[CH:10]=[CH:11][CH:12]=[CH:13][CH:14]=1)=[O:8]. Reported procedure: In the manner given in Example 17, 5-fluoro-2-[2-(hydroxymethyl)imidazol-1-yl]benzophenone is treated with phthalimide and triphenylphosphine and finally with diethyl azodicarboxylate to give 5-fluoro-2-[2-(phthalimidomethyl)imidazol-1-yl]benzophenone. The reactants are [Mg] (magnesium), BrC=1CC2=CC=CC=C2C1 (2-Bromoindene), Cl[Si](C)(C)Cl (dichlorodimethylsilane). The solvent is O1CCCC1 (tetrahydrofuran), O1CCCC1 (tetrahydrofuran). Conditions: time 15 hour. The product is Cl[Si](C)(C)C=1CC2=CC=CC=C2C1 (chloro-2-indenyl-dimethylsilane). Yield: 110.2%. As a reaction SMILES: Br[C:2]1[CH2:3][C:4]2[C:9]([CH:10]=1)=[CH:8][CH:7]=[CH:6][CH:5]=2.[Mg].[Cl:12][Si:13](Cl)([CH3:15])[CH3:14]>O1CCCC1>[Cl:12][Si:13]([C:2]1[CH2:3][C:4]2[C:9]([CH:10]=1)=[CH:8][CH:7]=[CH:6][CH:5]=2)([CH3:15])[CH3:14]. Procedure details: 2-Bromoindene (4.0 g, 0.02 mol.) was dissolved in 4 ml of tetrahydrofuran and added dropwise to a mixture consisting of magnesium (0.73 g, 0.03 mol.) and dichlorodimethylsilane (5.0 g, 0.04 mol.) in 4 ml of tetrahydrofuran. During the addition, the solution boiled slightly. After 15 hours' stirring, the volatile constituents were removed under an oil pump vacuum, and 40 ml of n-pentane were added to the residue. The resulting magnesium salt was filtered off with suction. The solvent was removed ... The reactants are CCOC(C)=O, O=Cc1ccc(F)c(O)c1, [H-], CCI, [Na+], CN(C)C=O, O. Product: CCOc1cc(C=O)ccc1F. As a reaction SMILES: [CH3:21][CH2:22][O:23][C:24](=[O:25])[CH3:26].[F:8][c:9]1[c:10]([OH:17])[cH:11][c:12]([CH:13]=[O:14])[cH:15][cH:16]1.[H-:1].[I:18][CH2:19][CH3:20].[Na+:2].[O:3]=[CH:4][N:5]([CH3:6])[CH3:7].[OH2:27]>>[F:8][c:9]1[c:10]([O:17][CH2:19][CH3:20])[cH:11][c:12]([CH:13]=[O:14])[cH:15][cH:16]1. The reactants are CC1(C2=C(C(=CC=C2)P(C3=CC=CC=C3)C4=CC=CC=C4)OC5=C(C=CC=C51)P(C6=CC=CC=C6)C7=CC=CC=C7)C (xantphos), C(=O)([O-])[O-].[Cs+].[Cs+] (Cs2CO3), ClC1=CC=C(C=N1)N1CCC(CC1)CC#N (2-(1-(6-chloropyridin-3-yl)piperidin-4-yl)acetonitrile), C1(CCCC1)N1C2=C(C3=C1N=C(N=C3)N)C=CN=C2F (9-Cyclopentyl-8-fluoro-9H-pyrido[4′,3′:4,5]pyrrolo[2,3-d]pyrimidin-2-amine). Reagents/catalysts: C=1C=CC(=CC1)/C=C/C(=O)/C=C/C2=CC=CC=C2.C=1C=CC(=CC1)/C=C/C(=O)/C=C/C2=CC=CC=C2.C=1C=CC(=CC1)/C=C/C(=O)/C=C/C2=CC=CC=C2.[Pd].[Pd] (tris(dibenzylideneacetone)dipalladium). Conditions: temperature 105 celsius, time 8 hour. The product is C1(CCCC1)N1C2=C(C3=C1N=C(N=C3)NC3=CC=C(C=N3)N3CCC(CC3)CC#N)C=CN=C2F ((1-(6-((9-Cyclopentyl-8-fluoro-9H-pyrido[4′,3′:4,5]pyrrolo[2,3-d]pyrimidin-2-yl)amino)-3-pyridinyl)-4-piperidinyl)acetonitrile). The yield is 54.6%. Reaction SMILES: CC1(C)C2C(=C(P(C3C=CC=CC=3)C3C=CC=CC=3)C=CC=2)OC2C(P(C3C=CC=CC=3)C3C=CC=CC=3)=CC=CC1=2.C([O-])([O-])=O.[Cs+].[Cs+].Cl[C:50]1[N:55]=[CH:54][C:53]([N:56]2[CH2:61][CH2:60][CH:59]([CH2:62][C:63]#[N:64])[CH2:58][CH2:57]2)=[CH:52][CH:51]=1.[CH:65]1([N:70]2[C:74]3[N:75]=[C:76]([NH2:79])[N:77]=[CH:78][C:73]=3[C:72]3[CH:80]=[CH:81][N:82]=[C:83]([F:84])[C:71]2=3)[CH2:69][CH2:68][CH2:67][CH2:66]1>C1C=CC(/C=C/C(/C=C/C2C=CC=CC=2)=O)=CC=1.C1C=CC(/C=C/C(/C=C/C2C=CC=CC=2)=O)=CC=1.C1C=CC(/C=C/C(/C=C/C2C=CC=CC=2)=O)=CC=1.[Pd].[Pd]>[CH:65]1([N:70]2[C:74]3[N:75]=[C:76]([NH:79][C:50]4[N:55]=[CH:54][C:53]([N:56]5[CH2:61][CH2:60][CH:59]([CH2:62][C:63]#[N:64])[CH2:58][CH2:57]5)=[CH:52][CH:51]=4)[N:77]=[CH:78][C:73]=3[C:72]3[CH:80]=[CH:81][N:82]=[C:83]([F:84])[C:71]2=3)[CH2:66][CH2:67][CH2:68][CH2:69]1 |f:1.2.3,6.7.8.9.10|. Reported procedure: To tris(dibenzylideneacetone)dipalladium (0) (0.0147 g, 0.0160 mmol), xantphos (0.0186 g, 0.0321 mmol), Cs2CO3 (0.0975 g, 0.299 mmol), 2-(1-(6-chloropyridin-3-yl)piperidin-4-yl)acetonitrile (0.0504 g, 0.214 mmol), and compound 245 (0.0580 g, 0.214 mmol) was added degassed (Ar) dioxane (1.0 mL). The reaction was stirred at 105° C. overnight. After 16 h, the reaction was cooled to room temperature and loaded directly onto silica gel. Crystallization from THF and HCl salt formation provided compoun...